From a dataset of the Open Reaction Database (ORD), a public repository of structured organic reaction records. describe an organic reaction: reactants, conditions, products, and yield The reactants are COc1cc([N+](=O)[O-])ccc1Br, C1COCCN1, Cc1ccccc1, O=C(C=Cc1ccccc1)C=Cc1ccccc1, O=C(C=Cc1ccccc1)C=Cc1ccccc1, O=C(C=Cc1ccccc1)C=Cc1ccccc1, [Pd], [Pd], c1ccc(P(c2ccccc2)c2ccc3ccccc3c2-c2c(P(c3ccccc3)c3ccccc3)ccc3ccccc23)cc1. The product is COc1cc([N+](=O)[O-])ccc1N1CCOCC1. As a reaction SMILES: [Br:1][c:2]1[c:3]([O:11][CH3:12])[cH:4][c:5]([N+:8](=[O:9])[O-:10])[cH:6][cH:7]1.[CH2:59]1[CH2:60][O:61][CH2:62][CH2:63][NH:64]1.[CH3:65][c:66]1[cH:67][cH:68][cH:69][cH:70][cH:71]1.[O:110]=[C:111]([CH:112]=[CH:113][c:114]1[cH:115][cH:116][cH:117][cH:118][cH:119]1)[CH:120]=[CH:121][c:122]1[cH:123][cH:124][cH:125][cH:126][cH:127]1.[O:74]=[C:75]([CH:76]=[CH:77][c:78]1[cH:79][cH:80][cH:81][cH:82][cH:83]1)[CH:84]=[CH:85][c:86]1[cH:87][cH:88][cH:89][cH:90][cH:91]1.[O:92]=[C:93]([CH:94]=[CH:95][c:96]1[cH:97][cH:98][cH:99][cH:100][cH:101]1)[CH:102]=[CH:103][c:104]1[cH:105][cH:106][cH:107][cH:108][cH:109]1.[Pd:72].[Pd:73].[cH:13]1[cH:14][cH:15][c:16]([P:17]([c:18]2[cH:19][cH:20][c:21]3[c:22]([cH:23][cH:24][cH:25][cH:26]3)[c:27]2-[c:28]2[c:29]3[c:30]([cH:31][cH:32][cH:33][cH:34]3)[cH:35][cH:36][c:37]2[P:38]([c:39]2[cH:40][cH:41][cH:42][cH:43][cH:44]2)[c:45]2[cH:46][cH:47][cH:48][cH:49][cH:50]2)[c:51]2[cH:52][cH:53][cH:54][cH:55][cH:56]2)[cH:57][cH:58]1>>[c:2]1([N:64]2[CH2:59][CH2:60][O:61][CH2:62][CH2:63]2)[c:3]([O:11][CH3:12])[cH:4][c:5]([N+:8](=[O:9])[O-:10])[cH:6][cH:7]1. Reagents/catalysts: C=1C=CC(=CC1)[P](C=2C=CC=CC2)(C=3C=CC=CC3)[Pd]([P](C=4C=CC=CC4)(C=5C=CC=CC5)C=6C=CC=CC6)([P](C=7C=CC=CC7)(C=8C=CC=CC8)C=9C=CC=CC9)[P](C=1C=CC=CC1)(C=1C=CC=CC1)C=1C=CC=CC1 (Pd(PPh3)4). Run in C(=O)([O-])[O-].[Na+].[Na+] (Na2CO3), O1CCOCC1 (dioxane). Yields the product N (NH3), C(C)(C)N1CCN(CC1)C1=CC=C(C=C1)NC=1C=2N(C(=CN1)C=1C=C3CNC(C3=CC1)=O)N=CN2 (5-(8-(4-(4-Isopropylpiperazin-1-yl)phenylamino)-[1,2,4]triazolo[1,5-a]pyrazin-5-yl)isoindolin-1-one). Reported procedure: This compound may be prepared using methods as described for Compound 6, step 4 using 5-bromo-N-(6-(4-isopropylpiperazin-1-yl)pyridin-3-yl)-[1,2,4]triazolo[1,5-a]pyrazin-8-amine (0.6 g, 1.44 mmol), 5-(4,4,5,5-tetramethyl-[1,3,2]dioxaborolan-2-yl)-2,3-dihydro-isoindol-1-one (0.56 g, 2.16 mmol) and Pd(PPh3)4 (0.416 g, 0.36 mmol) in 1.5M Na2CO3 (7.7 mL) and dioxane (23 mL). Purification by silica gel column chromatography eluting with DCM followed by 98:2 DCM:NH3 (7M in MeOH) affords the title comp... Reactants: CC1(OB(OC1(C)C)C=1C=C2CNC(C2=CC1)=O)C (5-(4,4,5,5-tetramethyl-[1,3,2]dioxaborolan-2-yl)-2,3-dihydro-isoindol-1-one), CN1CCN(CC1)C1=CC=C(C=C1)NC=1C=2N(C(=CN1)C=1C=C(SC1)C(=O)N)N=CN2 (4-{8-[4-(4-Methyl-piperazin-1-yl)-phenylamino]-[1,2,4]triazolo[1,5-a]pyrazin-5-yl}-thiophene-2-carboxylic acid amide), BrC1=CN=C(C=2N1N=CN2)NC=2C=NC(=CC2)N2CCN(CC2)C(C)C (5-bromo-N-(6-(4-isopropylpiperazin-1-yl)pyridin-3-yl)-[1,2,4]triazolo[1,5-a]pyrazin-8-amine). The yield is 53.0%. RXN SMILES: [CH3:1][N:2]1CCN(C2C=CC(NC3C4N(N=CN=4)C(C4C=C(C(N)=O)SC=4)=CN=3)=CC=2)CC1.Br[C:33]1[N:38]2[N:39]=[CH:40][N:41]=[C:37]2[C:36]([NH:42][C:43]2[CH:44]=N[C:46]([N:49]3[CH2:54][CH2:53][N:52]([CH:55]([CH3:57])[CH3:56])[CH2:51][CH2:50]3)=[CH:47][CH:48]=2)=[N:35][CH:34]=1.CC1(C)C(C)(C)OB([C:66]2[CH:67]=[C:68]3[C:72](=[CH:73][CH:74]=2)[C:71](=[O:75])[NH:70][CH2:69]3)O1>C([O-])([O-])=O.[Na+].[Na+].O1CCOCC1.C1C=CC([P]([Pd]([P](C2C=CC=CC=2)(C2C=CC=CC=2)C2C=CC=CC=2)([P](C2C=CC=CC=2)(C2C=CC=CC=2)C2C=CC=CC=2)[P](C2C=CC=CC=2)(C2C=CC=CC=2)C2C=CC=CC=2)(C2C=CC=CC=2)C2C=CC=CC=2)=CC=1>[NH3:2].[CH:55]([N:52]1[CH2:51][CH2:50][N:49]([C:46]2[CH:1]=[CH:44][C:43]([NH:42][C:36]3[C:37]4[N:38]([N:39]=[CH:40][N:41]=4)[C:33]([C:66]4[CH:67]=[C:68]5[C:72](=[CH:73][CH:74]=4)[C:71](=[O:75])[NH:70][CH2:69]5)=[CH:34][N:35]=3)=[CH:48][CH:47]=2)[CH2:54][CH2:53]1)([CH3:56])[CH3:57] |f:3.4.5,^1:92,94,113,132|. Starting materials: Cc1cc(Br)c([N+](=O)[O-])cc1C(F)(F)F, CN1CCCC1=O, Cl, N#C[Cu]. The product is Cc1cc(C#N)c([N+](=O)[O-])cc1C(F)(F)F. RXN SMILES: [Br:1][c:2]1[c:3]([N+:13](=[O:14])[O-:15])[cH:4][c:5]([C:9]([F:10])([F:11])[F:12])[c:6]([CH3:8])[cH:7]1.[CH3:20][N:21]1[CH2:22][CH2:23][CH2:24][C:25]1=[O:26].[ClH:19].[Cu:16][C:17]#[N:18]>>[c:2]1([C:17]#[N:18])[c:3]([N+:13](=[O:14])[O-:15])[cH:4][c:5]([C:9]([F:10])([F:11])[F:12])[c:6]([CH3:8])[cH:7]1. Starting materials: C(=O)C=1C=C(SC1CO)C=1SC(=CC1)C=1SC=CC1 (4-formyl-5-hydroxymethyl-2,2':5', 2"-terthiophene), [BH4-].[Na+] (sodium borohydride). The solvent is CO (methanol). Run at time 40 minute. Yields the product OCC=1C=C(SC1CO)C=1SC(=CC1)C=1SC=CC1 (4,5 dihydroxymethyl-2,2': 5',2"-terthiophene). The yield is 99.3%. As a reaction SMILES: [CH:1]([C:3]1[CH:4]=[C:5]([C:10]2[S:11][C:12]([C:15]3[S:16][CH:17]=[CH:18][CH:19]=3)=[CH:13][CH:14]=2)[S:6][C:7]=1[CH2:8][OH:9])=[O:2].[BH4-].[Na+]>CO>[OH:2][CH2:1][C:3]1[CH:4]=[C:5]([C:10]2[S:11][C:12]([C:15]3[S:16][CH:17]=[CH:18][CH:19]=3)=[CH:13][CH:14]=2)[S:6][C:7]=1[CH2:8][OH:9] |f:1.2|. Reported procedure: To a solution of 4-formyl-5-hydroxymethyl-2,2':5', 2"-terthiophene (0.1 g) in methanol (10 ml) was added excess amount of sodium borohydride. The reaction mixture was stirred at room temperature for 40 minutes. Methanol was removed and water was added. The solution was extracted with ethyl acetate, washed with brine, dried over anhydrous magnesium sulfate and concentrated to give brownish solid product (0.1 g), melting point 99°-101° C. Starting materials: Cc1ccc(Br)cc1, CCOC(C)=O, [Cl-], [Cl-], Cl, Fc1ccccc1I, C1CCOC1, [Zn+2]. The product is Cc1ccc(-c2ccccc2F)cc1. As a reaction SMILES: [Br:6][c:7]1[cH:8][cH:9][c:10]([CH3:13])[cH:11][cH:12]1.[CH3:22][CH2:23][O:24][C:25](=[O:26])[CH3:27].[Cl-:29].[Cl-:31].[ClH:28].[F:14][c:15]1[c:16]([I:21])[cH:17][cH:18][cH:19][cH:20]1.[O:1]1[CH2:2][CH2:3][CH2:4][CH2:5]1.[Zn+2:30]>>[c:7]1(-[c:16]2[c:15]([F:14])[cH:20][cH:19][cH:18][cH:17]2)[cH:8][cH:9][c:10]([CH3:13])[cH:11][cH:12]1. The reactants are CS(C)=O, Fc1cccc(Cl)c1CCl, [N-]=[N+]=[N-], [Na+]. Product: [N-]=[N+]=NCc1c(F)cccc1Cl. RXN SMILES: [CH3:15][S:16]([CH3:17])=[O:18].[Cl:1][c:2]1[cH:3][cH:4][cH:5][c:6]([F:10])[c:7]1[CH2:8][Cl:9].[N-:12]=[N+:13]=[N-:14].[Na+:11]>>[Cl:1][c:2]1[cH:3][cH:4][cH:5][c:6]([F:10])[c:7]1[CH2:8][N:12]=[N+:13]=[N-:14].